This data is from the Open Reaction Database (ORD), a public repository of structured organic reaction records. The task is: describe an organic reaction: reactants, conditions, products, and yield The product is Oc1ccc(CC(F)(F)F)cc1. Reactants: [BH4-], C1CCOC1, Oc1ccc(C(Cl)C(F)(F)F)cc1, [Na+]. As a reaction SMILES: [BH4-:14].[CH2:16]1[O:17][CH2:18][CH2:19][CH2:20]1.[Cl:1][CH:2]([C:3]([F:4])([F:5])[F:6])[c:7]1[cH:8][cH:9][c:10]([OH:13])[cH:11][cH:12]1.[Na+:15]>>[CH2:2]([C:3]([F:4])([F:5])[F:6])[c:7]1[cH:8][cH:9][c:10]([OH:13])[cH:11][cH:12]1. The reactants are CC(Br)c1ccc(F)nc1, CC1CN(C(=O)OC(C)(C)C)CCN1, O=C([O-])[O-], CC#N, ClCCl, [I-], [K+], [K+], [K+], O. Yields the product CC1CN(C(=O)OC(C)(C)C)CCN1C(C)c1ccc(F)nc1. Reaction SMILES: [Br:1][CH:2]([CH3:3])[c:4]1[cH:5][cH:6][c:7]([F:10])[n:8][cH:9]1.[C:14](=[O:15])([O:16][C:17]([CH3:18])([CH3:19])[CH3:20])[N:21]1[CH2:22][CH:23]([CH3:27])[NH:24][CH2:25][CH2:26]1.[C:28](=[O:29])([O-:30])[O-:31].[CH3:11][C:12]#[N:13].[Cl:37][CH2:38][Cl:39].[I-:35].[K+:32].[K+:33].[K+:34].[OH2:36]>>[CH:2]([CH3:3])([c:4]1[cH:5][cH:6][c:7]([F:10])[n:8][cH:9]1)[N:24]1[CH:23]([CH3:27])[CH2:22][N:21]([C:14](=[O:15])[O:16][C:17]([CH3:18])([CH3:19])[CH3:20])[CH2:26][CH2:25]1. Reactants: CC(=O)O (AcOH), C(OCCl)(OCC)=O (chloromethyl ethyl carbonate), [Na+].[I-] (NaI), O=C(COC([C@@H](CN(NC(=O)C1=CC(=NO1)O)CC1=CC=C(C=C1)C1=CC(=CC=C1)Cl)O)=O)C1=CC=CC=C1 ((R)-3-[N-(3′-chlorobiphenyl-4-ylmethyl)-N′-(3-hydroxyisoxazole-5-carbonyl)hydrazino]-2-hydroxypropionic acid 2-oxo-2-phenylethyl ester), C([O-])([O-])=O.[Cs+].[Cs+] (cesium carbonate). The reagents and catalysts are [Zn] (Zinc). The solvent is CC(=O)C (acetone), CC(=O)C (acetone). Reaction conditions: temperature 60 celsius, time 1 hour. Yields the product ClC=1C=C(C=CC1)C1=CC=C(C=C1)CN(NC(=O)C1=CC(=NO1)OCOC(=O)OCC)C[C@H](C(=O)O)O ((R)-3-[N-(3′-Chlorobiphenyl-4-ylmethyl)-N′-(3-ethoxycarbonyloxymethoxyisoxazole-5-carbonyl)hydrazino]-2-hydroxypropionic acid). Yield: 7.6%. As a reaction SMILES: [C:1](=[O:8])([O:5][CH2:6][CH3:7])[O:2][CH2:3]Cl.[Na+].[I-].O=C(C1C=CC=CC=1)C[O:14][C:15](=[O:43])[C@H:16]([OH:42])[CH2:17][N:18]([CH2:28][C:29]1[CH:34]=[CH:33][C:32]([C:35]2[CH:40]=[CH:39][CH:38]=[C:37]([Cl:41])[CH:36]=2)=[CH:31][CH:30]=1)[NH:19][C:20]([C:22]1[O:26][N:25]=[C:24]([OH:27])[CH:23]=1)=[O:21].C(=O)([O-])[O-].[Cs+].[Cs+].CC(O)=O>CC(C)=O.[Zn]>[Cl:41][C:37]1[CH:36]=[C:35]([C:32]2[CH:31]=[CH:30][C:29]([CH2:28][N:18]([CH2:17][C@@H:16]([OH:42])[C:15]([OH:43])=[O:14])[NH:19][C:20]([C:22]3[O:26][N:25]=[C:24]([O:27][CH2:3][O:2][C:1]([O:5][CH2:6][CH3:7])=[O:8])[CH:23]=3)=[O:21])=[CH:34][CH:33]=2)[CH:40]=[CH:39][CH:38]=1 |f:1.2,4.5.6|. Procedure: A mixture of chloromethyl ethyl carbonate (22.7 mg, 164 μmol) and NaI (24.5 mg, 164 μmol) in acetone (2.0 mL, 27 mmol) was stirred at 60° C. for 1 hour, then cooled to room temperature and added to a mixture of (R)-3-[N-(3′-chlorobiphenyl-4-ylmethyl)-N′-(3-hydroxyisoxazole-5-carbonyl)hydrazino]-2-hydroxypropionic acid 2-oxo-2-phenylethyl ester (30.0 mg, 54.5 μmol) and cesium carbonate (17.8 mg, 0.054.5 μmol) in acetone (1 mL). The resulting mixture was stirred at room temperature for 2 hours, co... Reactants: ClC=1C=C(C=CC1Cl)O (3,4-dichlorophenol), BrC=1C=CC(=C(C#N)C1)CBr (5-bromo-2-(bromomethyl)benzonitrile), C([O-])([O-])=O.[K+].[K+] (potassium carbonate). Solvent: CC(=O)C (acetone), CCOC(=O)C (EtOAc). Reaction conditions: temperature 75 celsius. Product: BrC=1C=CC(=C(C#N)C1)COC1=CC(=C(C=C1)Cl)Cl (5-Bromo-2-[(3,4-dichlorophenoxy)methyl]benzonitrile). The yield is 94.7%. Reaction SMILES: [Cl:1][C:2]1[CH:3]=[C:4]([OH:9])[CH:5]=[CH:6][C:7]=1[Cl:8].[Br:10][C:11]1[CH:12]=[CH:13][C:14]([CH2:19]Br)=[C:15]([CH:18]=1)[C:16]#[N:17].C(=O)([O-])[O-].[K+].[K+]>CC(C)=O.CCOC(C)=O>[Br:10][C:11]1[CH:12]=[CH:13][C:14]([CH2:19][O:9][C:4]2[CH:5]=[CH:6][C:7]([Cl:8])=[C:2]([Cl:1])[CH:3]=2)=[C:15]([CH:18]=1)[C:16]#[N:17] |f:2.3.4|. Procedure: A mixture of 3,4-dichlorophenol (267.1 mg, 1.639 mmol), 5-bromo-2-(bromomethyl)benzonitrile (447.3 mg, 1.627 mmol), and potassium carbonate (674.1 mg, 4.877 mmol) in acetone (20 mL) was heated to 75° C. under nitrogen for 18 hours. The reaction mixture was cooled to room temperature, diluted with EtOAc (20 mL) and filtered through arbocel. The arbocel was then washed with EtOAc (2×20 mL), and the combined organics were washed with brine (3×20 mL), dried over sodium sulphate, filtered and concent... Reactants: O (water), Cl (hydrochloric acid), B.[Na] (sodium boron hydride), C(C)(=O)OCCOCCC(=O)C1=CC=C(CC=2C=NC=CC2)C=C1 (3-[p-[3-(2-acetoxyethyl)oxypropionyl]benzyl]pyridine). Solvent: C(C)(=O)OCC (ethyl acetate), C(C)O (ethanol). The product is C(C)(=O)OCCOCCC(O)C1=CC=C(CC=2C=NC=CC2)C=C1 (3-[p-[3-(2-acetoxyethyl)oxy-1-hydroxypropyl]benzyl]pyridine). Isolated yield 82.7%. As a reaction SMILES: [C:1]([O:4][CH2:5][CH2:6][O:7][CH2:8][CH2:9][C:10]([C:12]1[CH:24]=[CH:23][C:15]([CH2:16][C:17]2[CH:18]=[N:19][CH:20]=[CH:21][CH:22]=2)=[CH:14][CH:13]=1)=[O:11])(=[O:3])[CH3:2].B.[Na].O.Cl>C(O)C.C(OCC)(=O)C>[C:1]([O:4][CH2:5][CH2:6][O:7][CH2:8][CH2:9][CH:10]([C:12]1[CH:24]=[CH:23][C:15]([CH2:16][C:17]2[CH:18]=[N:19][CH:20]=[CH:21][CH:22]=2)=[CH:14][CH:13]=1)[OH:11])(=[O:3])[CH3:2] |f:1.2,^1:25|. Procedure details: In 27 ml of ethanol was dissolved 2.70 g of 3-[p-[3-(2-acetoxyethyl)oxypropionyl]benzyl]pyridine, and to the resulting solution was added 0.34 g of sodium boron hydride in portions with ice-cooling over 30 minutes, after which the resulting mixture was subjected to reaction at the same temperature for one hour. To the reaction mixture were added 30 ml of iced water and 20 ml of ethyl acetate, and then, the pH thereof was adjusted to 2.0 with 2N hydrochloric acid. The aqueous layer was separated,...